Dataset: the Open Reaction Database (ORD), a public repository of structured organic reaction records. Task: describe an organic reaction: reactants, conditions, products, and yield The reactants are COC(CC1NC(=O)C1C(C)(C)OC(=O)OCc1ccc([N+](=O)[O-])cc1)OC, CC(=O)O. Product: CC(C)(OC(=O)OCc1ccc([N+](=O)[O-])cc1)C1C(=O)NC1CC=O. Reaction SMILES: [CH3:1][O:2][CH:3]([CH2:4][CH:5]1[CH:6]([C:10]([CH3:11])([O:12][C:13](=[O:14])[O:15][CH2:16][c:17]2[cH:18][cH:19][c:20]([N+:23](=[O:24])[O-:25])[cH:21][cH:22]2)[CH3:26])[C:7](=[O:9])[NH:8]1)[O:27][CH3:28].[CH3:29][C:30](=[O:31])[OH:32]>>[O:2]=[CH:3][CH2:4][CH:5]1[CH:6]([C:10]([CH3:11])([O:12][C:13](=[O:14])[O:15][CH2:16][c:17]2[cH:18][cH:19][c:20]([N+:23](=[O:24])[O-:25])[cH:21][cH:22]2)[CH3:26])[C:7](=[O:9])[NH:8]1. Reactants: C(C)(=O)NC(CNC(C)=O)C1=CC=C(C=C1)[N+](=O)[O-] (N,N'-Diacetyl-1-(p-Nitrophenyl)-ethylenediamine), Cl (HCl). Run in C(C)(=O)O (acetic acid). The product is Cl.Cl.[N+](=O)([O-])C1=CC=C(C=C1)C(CN)N (1-(p-Nitrophenyl)-ethylenediamine Dihydrochloride). As a reaction SMILES: C([NH:4][CH:5]([C:11]1[CH:16]=[CH:15][C:14]([N+:17]([O-:19])=[O:18])=[CH:13][CH:12]=1)[CH2:6][NH:7]C(=O)C)(=O)C.[ClH:20]>C(O)(=O)C>[ClH:20].[ClH:20].[N+:17]([C:14]1[CH:13]=[CH:12][C:11]([CH:5]([NH2:4])[CH2:6][NH2:7])=[CH:16][CH:15]=1)([O-:19])=[O:18] |f:3.4.5|. Procedure: A solution of 4 g (0.015 mol) of N,N'-Diacetyl-1-(p-Nitrophenyl)-ethylenediamine in a mixture of 20 ml glacial acetic acid and 30 ml conc. HCl was heated at reflux for 24 hr and then cooled in ice. Upon filtration, 2.5 g (66%) of the crystalline 1-(p-Nitrophenyl)-ethylenediamine Dihydrochloride was collected. Anal. (C8H13N3O2Cl2) C, H, N were within 0.4% of theoretical. Starting materials: C(C1=CC=CC=C1)N (Benzylamine), C(C1=CC=CC=C1)N1C(C(CC1)C(CF)=O)=O (1-Benzyl-3-(2-fluoroacetyl)pyrrolidin-2-one), C(C)(=O)O[BH-](OC(C)=O)OC(C)=O.[Na+] (sodium triacetoxyborohydride). Solvent: ClC(C)Cl (dichloroethane). Conditions: temperature 0 celsius, time 8 hour. Product: C(C1=CC=CC=C1)N1C(C(CC1)C(CF)NCC1=CC=CC=C1)=O (1-Benzyl-3-(1-benzylamino-2-fluoroethyl)pyrrolidin-2-one). Isolated yield 74.0%. RXN SMILES: [CH2:1]([NH2:8])[C:2]1[CH:7]=[CH:6][CH:5]=[CH:4][CH:3]=1.[CH2:9]([N:16]1[CH2:20][CH2:19][CH:18]([C:21](=O)[CH2:22][F:23])[C:17]1=[O:25])[C:10]1[CH:15]=[CH:14][CH:13]=[CH:12][CH:11]=1.C(O[BH-](OC(=O)C)OC(=O)C)(=O)C.[Na+]>ClC(Cl)C>[CH2:9]([N:16]1[CH2:20][CH2:19][CH:18]([CH:21]([NH:8][CH2:1][C:2]2[CH:7]=[CH:6][CH:5]=[CH:4][CH:3]=2)[CH2:22][F:23])[C:17]1=[O:25])[C:10]1[CH:15]=[CH:14][CH:13]=[CH:12][CH:11]=1 |f:2.3|. Procedure details: Benzylamine (3.9 mL, 35.7 mmol) was added to a solution of 1-benzyl-3-(2-fluoro-acetyl)pyrrolidin-2-one (7.00 g, 29.8 mmol, Example 15) in dichloroethane (150 mL). The solution was cooled to 0° C. and sodium triacetoxyborohydride (8.20 g, 38.7 mmol) added. The reaction mixture was warmed to room temperature and stirred overnight, then washed with aqueous sodium bicarbonate solution and brine. The organic layer was then dried over magnesium sulfate, filtered and concentrated. The residue was puri...